Dataset: the Open Reaction Database (ORD), a public repository of structured organic reaction records. Task: describe an organic reaction: reactants, conditions, products, and yield Starting materials: COC=1C=C(C=CC1OC)C#CCCO (4-(3,4-dimethoxyphenyl)-3-butyn-1-ol), [H][H] (hydrogen). Reagents/catalysts: [Pd] (palladium on carbon). Solvent: C(C)O (ethanol). Product: COC=1C=C(C=CC1OC)CCCCO (4-(3,4-dimethoxyphenyl)butan-1-ol). Isolated yield 93.2%. RXN SMILES: [CH3:1][O:2][C:3]1[CH:4]=[C:5]([C:11]#[C:12][CH2:13][CH2:14][OH:15])[CH:6]=[CH:7][C:8]=1[O:9][CH3:10].[H][H]>[Pd].C(O)C>[CH3:1][O:2][C:3]1[CH:4]=[C:5]([CH2:11][CH2:12][CH2:13][CH2:14][OH:15])[CH:6]=[CH:7][C:8]=1[O:9][CH3:10]. Reported procedure: A mixture of 2.0 g of 4-(3,4-dimethoxyphenyl)-3-butyn-1-ol and 0.2 g of 10% palladium on carbon in 40 mL of ethanol was stirred in a hydrogen atmosphere for 4 hours. After filtration, the filtrate was concentrated under reduced pressure to give 1.9 g of 4-(3,4-dimethoxyphenyl)butan-1-ol as an oil. Yields the product CC1(C)CC(Nc2cccc(-c3sc(C(=O)N4CCOCC4)c(OCC(=O)O)c3Br)c2)CC(C)(C)C1. The reactants are [Ba+2], COC(=O)COc1c(C(=O)N2CCOCC2)sc(-c2cccc(NC3CC(C)(C)CC(C)(C)C3)c2)c1Br, [OH-], [OH-], O, O, O, O, O, O, O, O. Reaction SMILES: [Ba+2:47].[CH3:1][O:2][C:3]([CH2:4][O:5][c:6]1[c:7]([C:29](=[O:30])[N:31]2[CH2:32][CH2:33][O:34][CH2:35][CH2:36]2)[s:8][c:9](-[c:12]2[cH:13][c:14]([NH:18][CH:19]3[CH2:20][C:21]([CH3:27])([CH3:28])[CH2:22][C:23]([CH3:25])([CH3:26])[CH2:24]3)[cH:15][cH:16][cH:17]2)[c:10]1[Br:11])=[O:37].[OH-:46].[OH-:48].[OH2:38].[OH2:39].[OH2:40].[OH2:41].[OH2:42].[OH2:43].[OH2:44].[OH2:45]>>[O:2]=[C:3]([CH2:4][O:5][c:6]1[c:7]([C:29](=[O:30])[N:31]2[CH2:32][CH2:33][O:34][CH2:35][CH2:36]2)[s:8][c:9](-[c:12]2[cH:13][c:14]([NH:18][CH:19]3[CH2:20][C:21]([CH3:27])([CH3:28])[CH2:22][C:23]([CH3:25])([CH3:26])[CH2:24]3)[cH:15][cH:16][cH:17]2)[c:10]1[Br:11])[OH:37]. Reactants: FC1=C(C=C(C(=C1F)F)F)C(CC(=O)OCC)=O (2,3,4,5-tetrafluoro-β-oxo-benzenepropanoic acid, ethyl ester), C(C)(=O)OC(C)=O (acetic anhydride), C(C)OC(OCC)OCC (triethylorthoformate), Cl.NC1(CC1)C (1-amino-1-methylcyclopropane hydrochloride), CC(C)([O-])C.[K+] (potassium t-butoxide), CC(C)([O-])C.[K+] (potassium t-butoxide). The solvent is C(C)(C)(C)O (t-butanol), C(C)(C)(C)O (t-butanol), C(C)(C)(C)O (t-butanol). Yields the product FC=1C=C2C(C(=CN(C2=C(C1F)F)C1(CC1)C)C(=O)O)=O (6,7,8-trifluoro-1,4-dihydro-1-(1-methylcyclopropyl)-4-oxo-3-quinolinecarboxylic acid). Isolated yield 59.4%. RXN SMILES: F[C:2]1[C:7]([F:8])=[C:6]([F:9])[C:5]([F:10])=[CH:4][C:3]=1[C:11](=[O:18])[CH2:12][C:13]([O:15]CC)=[O:14].[C:19](OC(=O)C)(=O)C.C(OC(OCC)OCC)C.Cl.[NH2:37][C:38]1([CH3:41])[CH2:40][CH2:39]1.CC(C)([O-])C.[K+]>C(O)(C)(C)C>[F:10][C:5]1[CH:4]=[C:3]2[C:2](=[C:7]([F:8])[C:6]=1[F:9])[N:37]([C:38]1([CH3:41])[CH2:40][CH2:39]1)[CH:19]=[C:12]([C:13]([OH:15])=[O:14])[C:11]2=[O:18] |f:3.4,5.6|. Procedure: To 3.0 g (11.33 mmol) of the 2,3,4,5-tetrafluoro-β-oxo-benzenepropanoic acid, ethyl ester was added 2.76 g of acetic anhydride and 2.5 g of triethylorthoformate. These were refluxed for 2.5 hours and concentrated under high vacuum at 80° C. The residual oil was treated at 45° C. with 1.33 g (1.1 equivalents) of 1-amino-1-methylcyclopropane hydrochloride (U.S. Pat. No. 3,451,802) in 50 ml of t-butanol. To this mixture was added 1.43 g (1.1 equivalents) of potassium t-butoxide in 20 ml t-butanol. ...